describe an organic reaction: reactants, conditions, products, and yield From a dataset of the Open Reaction Database (ORD), a public repository of structured organic reaction records. Reaction SMILES: [CH2:33]1[O:34][CH2:35][CH2:36][CH2:37]1.[CH3:1][n:2]1[c:3]2[n:4][c:5](-[n:19]3[c:20]([CH3:28])[n:21][c:22]4[c:23]3[cH:24][cH:25][cH:26][cH:27]4)[n:6][c:7]([N:13]3[CH2:14][CH2:15][O:16][CH2:17][CH2:18]3)[c:8]2[n:9][c:10]1[CH2:11][OH:12].[P:29]([Br:30])([Br:31])[Br:32]>>[CH3:1][n:2]1[c:3]2[n:4][c:5](-[n:19]3[c:20]([CH3:28])[n:21][c:22]4[c:23]3[cH:24][cH:25][cH:26][cH:27]4)[n:6][c:7]([N:13]3[CH2:14][CH2:15][O:16][CH2:17][CH2:18]3)[c:8]2[n:9][c:10]1[CH2:11][Br:30]. Reactants: C1CCOC1, Cc1nc2ccccc2n1-c1nc(N2CCOCC2)c2nc(CO)n(C)c2n1, BrP(Br)Br. The product is Cc1nc2ccccc2n1-c1nc(N2CCOCC2)c2nc(CBr)n(C)c2n1.